This data is from the Open Reaction Database (ORD), a public repository of structured organic reaction records. The task is: describe an organic reaction: reactants, conditions, products, and yield The reactants are O(C1=CC=CC=C1)CC1=CC=C(C=O)C=C1 (4-phenoxymethyl-benzaldehyde), C(C)(=O)[O-].[NH4+] (ammonium acetate), Example 86-1-2, [N+](=O)([O-])C (nitromethane). The solvent is C(C)(=O)O (acetic acid). Conditions: temperature 100 celsius, time 3 hour. Yields the product [N+](=O)([O-])/C=C/C1=CC=C(C=C1)COC1=CC=CC=C1 (1-((E)-2-Nitro-vinyl)-4-phenoxymethyl-benzene). Reaction SMILES: [O:1]([CH2:8][C:9]1[CH:16]=[CH:15][C:12]([CH:13]=O)=[CH:11][CH:10]=1)[C:2]1[CH:7]=[CH:6][CH:5]=[CH:4][CH:3]=1.[N+:17]([CH3:20])([O-:19])=[O:18].C([O-])(=O)C.[NH4+]>C(O)(=O)C>[N+:17](/[CH:20]=[CH:13]/[C:12]1[CH:15]=[CH:16][C:9]([CH2:8][O:1][C:2]2[CH:7]=[CH:6][CH:5]=[CH:4][CH:3]=2)=[CH:10][CH:11]=1)([O-:19])=[O:18] |f:2.3|. Procedure: A mixture of 4-phenoxymethyl-benzaldehyde described in Manufacturing Example 86-1-2 (3.8 g, 17.8 mmol), nitromethane (4.79 mL, 89 mmol), ammonium acetate (2.74 g, 35.6 mmol) and acetic acid (38 mL) was stirred for 3 hours at 100° C. This mixture was cooled to room temperature, concentrated under a reduced pressure, and diluted with ethyl acetate. The organic layer was washed with water and saturated aqueous sodium chloride, dried over anhydrous magnesium sulfate, and filtered. The filtrate was c... Reactants: C1CCOC1, CO, CCOC(=O)c1cc2c([nH]1)C(c1ccc(Cl)cc1)CC2, [Na+], [OH-]. Product: O=C(O)c1cc2c([nH]1)C(c1ccc(Cl)cc1)CC2. As a reaction SMILES: [CH2:25]1[O:26][CH2:27][CH2:28][CH2:29]1.[CH3:23][OH:24].[Cl:1][c:2]1[cH:3][cH:4][c:5]([CH:8]2[CH2:9][CH2:10][c:11]3[c:12]2[nH:13][c:14]([C:16](=[O:17])[O:18][CH2:19][CH3:20])[cH:15]3)[cH:6][cH:7]1.[Na+:22].[OH-:21]>>[Cl:1][c:2]1[cH:3][cH:4][c:5]([CH:8]2[CH2:9][CH2:10][c:11]3[c:12]2[nH:13][c:14]([C:16](=[O:17])[OH:18])[cH:15]3)[cH:6][cH:7]1. Reactants: COC(C(C1=CC(=C(C=C1)F)F)N)=O (amino-(3,4-difluorophenyl)-acetic acid methyl ester), [H-].[H-].[H-].[H-].[Li+].[Al+3] (LiAlH4). Run in C1CCOC1 (THF), C1CCOC1 (THF). Conditions: temperature 0 celsius. Yields the product NC(CO)C1=CC(=C(C=C1)F)F (2-amino-2-(3,4-difluorophenyl)-ethanol), syrup. Yield: 99.0%. As a reaction SMILES: [H-].[H-].[H-].[H-].[Li+].[Al+3].C[O:8][C:9](=O)[CH:10]([NH2:19])[C:11]1[CH:16]=[CH:15][C:14]([F:17])=[C:13]([F:18])[CH:12]=1>C1COCC1>[NH2:19][CH:10]([C:11]1[CH:16]=[CH:15][C:14]([F:17])=[C:13]([F:18])[CH:12]=1)[CH2:9][OH:8] |f:0.1.2.3.4.5|. Reported procedure: To a well stirred suspension of LiAlH4 (4.7 g, 0.125 mol) in THF (120 mL) in a 3-necked round bottom flask fitted with a condenser and a dropping funnel, was added a solution of amino-(3,4-difluorophenyl)-acetic acid methyl ester (10.0 g, 0.05 mol) in THF (100 mL) dropwise at 0° C. The resulting greenish brown suspension was then heated to reflux for 2 h. The reaction mixture was cooled to 0° C. and then carefully quenched sequentially with 5 mL of water, 5 mL of 3N NaOH followed by 15 mL of wat... Reactants: CC(Cl)C(=O)Cl, Cl, Nc1ccccc1. The product is CC(Cl)C(=O)Nc1ccccc1. As a reaction SMILES: [Cl:8][CH:9]([C:10](=[O:11])[Cl:12])[CH3:13].[ClH:14].[NH2:1][c:2]1[cH:3][cH:4][cH:5][cH:6][cH:7]1>>[NH:1]([c:2]1[cH:3][cH:4][cH:5][cH:6][cH:7]1)[C:10]([CH:9]([Cl:8])[CH3:13])=[O:11]. The reactants are CS(=O)(=O)NC1CCNCC1, O=C(NC(Cc1ccc(F)cc1)C(=O)O)c1cc2cc(Cl)ncc2[nH]1, Cl. The product is CS(=O)(=O)NC1CCN(C(=O)C(Cc2ccc(F)cc2)NC(=O)c2cc3cc(Cl)ncc3[nH]2)CC1. As a reaction SMILES: [CH3:27][S:28](=[O:29])(=[O:30])[NH:31][CH:32]1[CH2:33][CH2:34][NH:35][CH2:36][CH2:37]1.[Cl:1][c:2]1[cH:3][c:4]2[c:5]([cH:6][n:7]1)[nH:8][c:9]([C:11](=[O:12])[NH:13][CH:14]([C:15](=[O:16])[OH:17])[CH2:18][c:19]1[cH:20][cH:21][c:22]([F:25])[cH:23][cH:24]1)[cH:10]2.[ClH:26]>>[Cl:1][c:2]1[cH:3][c:4]2[c:5]([cH:6][n:7]1)[nH:8][c:9]([C:11](=[O:12])[NH:13][CH:14]([C:15](=[O:17])[N:35]1[CH2:34][CH2:33][CH:32]([NH:31][S:28]([CH3:27])(=[O:29])=[O:30])[CH2:37][CH2:36]1)[CH2:18][c:19]1[cH:20][cH:21][c:22]([F:25])[cH:23][cH:24]1)[cH:10]2. The reactants are 171, O=C1CCN(CC1)C(=O)OCC (ethyl 4-oxo-1-piperidinecarboxylate), ClC1=C(C(=CC=C1)Cl)N (2,6-dichlorobenzenamine), CC1=C(C=CC=C1)C (dimethylbenzene), CC1=CC=C(C=C1)S(=O)(=O)O (4-methylbenzenesulfonic acid). Run in O (water). The product is 250, ClC1=C(C(=CC=C1)Cl)N=C1CCN(CC1)C(=O)OCC (ethyl 4-[(2,6-dichlorophenyl)imino]-1-piperidinecarboxylate). Reaction SMILES: O=[C:2]1[CH2:7][CH2:6][N:5]([C:8]([O:10][CH2:11][CH3:12])=[O:9])[CH2:4][CH2:3]1.[Cl:13][C:14]1[CH:19]=[CH:18][CH:17]=[C:16]([Cl:20])[C:15]=1[NH2:21].CC1C=CC=CC=1C.CC1C=CC(S(O)(=O)=O)=CC=1>O>[Cl:13][C:14]1[CH:19]=[CH:18][CH:17]=[C:16]([Cl:20])[C:15]=1[N:21]=[C:2]1[CH2:7][CH2:6][N:5]([C:8]([O:10][CH2:11][CH3:12])=[O:9])[CH2:4][CH2:3]1. Reported procedure: A mixture of 171 parts of ethyl 4-oxo-1-piperidinecarboxylate, 162 parts of 2,6-dichlorobenzenamine, 800 parts of dimethylbenzene and 1 part of 4-methylbenzenesulfonic acid is stirred and refluxed with water-separator. The reaction mixture is evaporated, yielding 250 parts of ethyl 4-[(2,6-dichlorophenyl)imino]-1-piperidinecarboxylate as a residue. Starting materials: C(CC)OC1=C(C=O)C=CC=C1 (2-propoxybenzaldehyde), C(C)(C)(C)N1N=CC(=C1N)C(=O)N (1-tert-butyl-5-amino-1H-pyrazole-4-carboxamide), CS(=O)(=O)O (methanesulfonic acid), xylenes. Solvent: C(C)O (ethanol). The product is C(C)(C)(C)N1NC=C2C1=NC(=NC2=O)C2=C(C=CC=C2)OCCC (1-tert-butyl-6-(2-propoxyphenyl)pyrazolo[3,4-d]pyrimidin-4-one). The yield is 21.9%. Reaction SMILES: [CH2:1]([O:4][C:5]1[CH:12]=[CH:11][CH:10]=[CH:9][C:6]=1[CH:7]=O)[CH2:2][CH3:3].[C:13]([N:17]1[C:21]([NH2:22])=[C:20]([C:23]([NH2:25])=[O:24])[CH:19]=[N:18]1)([CH3:16])([CH3:15])[CH3:14].CS(O)(=O)=O>C(O)C>[C:13]([N:17]1[C:21]2=[N:22][C:7]([C:6]3[CH:9]=[CH:10][CH:11]=[CH:12][C:5]=3[O:4][CH2:1][CH2:2][CH3:3])=[N:25][C:23](=[O:24])[C:20]2=[CH:19][NH:18]1)([CH3:16])([CH3:14])[CH3:15]. Procedure: A mixture of 2-propoxybenzaldehyde (3.0 g, 18.27 mmol), 1-tert-butyl-5-amino-1H-pyrazole-4-carboxamide (2.5 g, 13.7 mmol), methanesulfonic acid (0.2 ml) and xylenes (50 ml) was refluxed overnight. The reaction mixture was stripped to dryness, treated with ethanol and again stripped to dryness. The residue was partitioned between chloroform and 10% KHCO3, the layers were separated, and the aqueous layer was extracted with chloroform (2×100 ml). The organic layers were combined, and concentrated i...